Dataset: the Open Reaction Database (ORD), a public repository of structured organic reaction records. Task: describe an organic reaction: reactants, conditions, products, and yield Starting materials: CCCCCCCC(C)C(=O)c1ccc(O)cc1F, CCCCCCCCOc1ccc(-c2ccc(C(=O)O)cc2)cc1F. Yields the product CCCCCCCCOc1ccc(-c2ccc(C(=O)O)cc2)c(-c2ccc(C(=O)C(C)CCCCCCC)c(F)c2)c1F. Reaction SMILES: [F:1][c:2]1[cH:3][c:4]([OH:19])[cH:5][cH:6][c:7]1[C:8]([CH:9]([CH2:10][CH2:11][CH2:12][CH2:13][CH2:14][CH2:15][CH3:16])[CH3:17])=[O:18].[F:20][c:21]1[cH:22][c:23](-[c:36]2[cH:37][cH:38][c:39]([C:42](=[O:43])[OH:44])[cH:40][cH:41]2)[cH:24][cH:25][c:26]1[O:27][CH2:28][CH2:29][CH2:30][CH2:31][CH2:32][CH2:33][CH2:34][CH3:35]>>[F:1][c:2]1[cH:3][c:4](-[c:22]2[c:21]([F:20])[c:26]([O:27][CH2:28][CH2:29][CH2:30][CH2:31][CH2:32][CH2:33][CH2:34][CH3:35])[cH:25][cH:24][c:23]2-[c:36]2[cH:37][cH:38][c:39]([C:42](=[O:43])[OH:44])[cH:40][cH:41]2)[cH:5][cH:6][c:7]1[C:8]([CH:9]([CH2:10][CH2:11][CH2:12][CH2:13][CH2:14][CH2:15][CH3:16])[CH3:17])=[O:18]. Starting materials: BrC=1C=NC2=CC=C(C=C2C1)SC1=NN=C2N1N=C(C=C2)C (3-bromo-6-(6-methyl-[1,2,4]triazolo[4,3-b]pyridazin-3-ylsulfanyl)-quinoline), C(C)N1N=CC(=C1)B1OC(C(O1)(C)C)(C)C (1-ethyl-4-(4,4,5,5-tetramethyl-[1,3,2]dioxaborolan-2-yl)-1H-pyrazole), C(=O)([O-])[O-].[K+].[K+] (K2CO3), O1CCOCC1 (1,4-dioxane). The reagents and catalysts are C1=CC=C(C=C1)P([C-]2C=CC=C2)C3=CC=CC=C3.C1=CC=C(C=C1)P([C-]2C=CC=C2)C3=CC=CC=C3.Cl[Pd]Cl.[Fe+2].ClCCl (Pd(dppf)2Cl2 dichloromethane). The solvent is O (water). The product is C(C)N1N=CC(=C1)C=1C=NC2=CC=C(C=C2C1)SC1=NN=C2N1N=C(C=C2)C (3-(1-ethyl-1H-pyrazol-4-yl)-6-(6-methyl-[1,2,4]triazolo[4,3-b]pyridazin-3-ylsulfanyl)-quinoline). The yield is 7.0%. Reaction SMILES: Br[C:2]1[CH:3]=[N:4][C:5]2[C:10]([CH:11]=1)=[CH:9][C:8]([S:12][C:13]1[N:17]3[N:18]=[C:19]([CH3:22])[CH:20]=[CH:21][C:16]3=[N:15][N:14]=1)=[CH:7][CH:6]=2.[CH2:23]([N:25]1[CH:29]=[C:28](B2OC(C)(C)C(C)(C)O2)[CH:27]=[N:26]1)[CH3:24].C([O-])([O-])=O.[K+].[K+].O1CCOCC1>C1C=CC(P(C2C=CC=CC=2)[C-]2C=CC=C2)=CC=1.C1C=CC(P(C2C=CC=CC=2)[C-]2C=CC=C2)=CC=1.Cl[Pd]Cl.[Fe+2].ClCCl.O>[CH2:23]([N:25]1[CH:29]=[C:28]([C:2]2[CH:3]=[N:4][C:5]3[C:10]([CH:11]=2)=[CH:9][C:8]([S:12][C:13]2[N:17]4[N:18]=[C:19]([CH3:22])[CH:20]=[CH:21][C:16]4=[N:15][N:14]=2)=[CH:7][CH:6]=3)[CH:27]=[N:26]1)[CH3:24] |f:2.3.4,6.7.8.9.10|. Procedure: To a microwave vessel was added 3-bromo-6-(6-methyl-[1,2,4]triazolo[4,3-b]pyridazin-3-ylsulfanyl)-quinoline (200 mg, 0.54 mmol), 1-ethyl-4-(4,4,5,5-tetramethyl-[1,3,2]dioxaborolan-2-yl)-1H-pyrazole (149 mg, 0.67 mmol), K2CO3 (186 mg, 1.34 mmol), 1,4-dioxane (7 mL) and water (3.5 mL). The solution was degassed by bubbling nitrogen for 10 min and then Pd(dppf)2Cl2 dichloromethane (20 mg, 0.0269 mmol) was added. The microwave vessel was capped and reacted in a microwave reactor at 120° C. for 20 mi... Reactants: O=C([O-])[O-], CC1(c2cnc3ncc(Cc4ccc5ncccc5c4)n3n2)OCCO1, Cl, [Na+], [Na+]. The product is CC(=O)c1cnc2ncc(Cc3ccc4ncccc4c3)n2n1. As a reaction SMILES: [C:27](=[O:28])([O-:29])[O-:30].[CH3:1][C:2]1([c:7]2[cH:8][n:9][c:10]3[n:11]([n:12]2)[c:13]([CH2:16][c:17]2[cH:18][c:19]4[cH:20][cH:21][cH:22][n:23][c:24]4[cH:25][cH:26]2)[cH:14][n:15]3)[O:3][CH2:6][CH2:5][O:4]1.[ClH:33].[Na+:31].[Na+:32]>>[CH3:1][C:2](=[O:3])[c:7]1[cH:8][n:9][c:10]2[n:11]([n:12]1)[c:13]([CH2:16][c:17]1[cH:18][c:19]3[cH:20][cH:21][cH:22][n:23][c:24]3[cH:25][cH:26]1)[cH:14][n:15]2. The reactants are NC1=CC(=C(C=C1)O)C (4-amino-2-methylphenol), Cl.ClC1=NC=NC2=CC(=C(C=C12)OC)OC (4-chloro-6,7-dimethoxyquinazoline hydrochloride). Product: OC1=C(C=C(NC2=NC=NC3=CC(=C(C=C23)OC)OC)C=C1)C (4-(4-hydroxy-3-methylanilino)-6,7-dimethoxyquinazoline). Yield: 100.4%. Reaction SMILES: [NH2:1][C:2]1[CH:7]=[CH:6][C:5]([OH:8])=[C:4]([CH3:9])[CH:3]=1.Cl.Cl[C:12]1[C:21]2[C:16](=[CH:17][C:18]([O:24][CH3:25])=[C:19]([O:22][CH3:23])[CH:20]=2)[N:15]=[CH:14][N:13]=1>>[OH:8][C:5]1[CH:6]=[CH:7][C:2]([NH:1][C:12]2[C:21]3[C:16](=[CH:17][C:18]([O:24][CH3:25])=[C:19]([O:22][CH3:23])[CH:20]=3)[N:15]=[CH:14][N:13]=2)=[CH:3][C:4]=1[CH3:9] |f:1.2|. Procedure details: An analogous reaction to that described in example 17, but starting with 4-amino-2-methylphenol (6.98 g, 56.7 mmol) and 4-chloro-6,7-dimethoxyquinazoline hydrochloride (14.79 g, 56.7 mmol), yielded 4-(4-hydroxy-3-methylanilino)-6,7-dimethoxyquinazoline (17.72 g, 90% yield) as a white solid: The reactants are OC1=CC=C(C=C1)C=1OC2=C(N1)C=CC=C2 (2-(4-hydroxyphenyl) benzoxazole), BrCCOC1=CC(=C(C(=O)C2=CC=C(C=C2)OCCBr)C=C1)O (4,4'-bis(2-bromoethoxy)-2-hydroxybenzophenone). Product: O1C(=NC2=C1C=CC=C2)C2=CC=C(OCCOC1=CC(=C(C(=O)C3=CC=C(C=C3)OCCOC3=CC=C(C=C3)C=3OC4=C(N3)C=CC=C4)C=C1)O)C=C2 (4,4'-Bis[2-[4-(2-benzoxazolyl)phenoxy]ethoxy]-2-hydroxybenzophenone). RXN SMILES: [OH:1][C:2]1[CH:7]=[CH:6][C:5]([C:8]2[O:9][C:10]3[CH:16]=[CH:15][CH:14]=[CH:13][C:11]=3[N:12]=2)=[CH:4][CH:3]=1.Br[CH2:18][CH2:19][O:20][C:21]1[CH:38]=[CH:37][C:24]([C:25]([C:27]2[CH:32]=[CH:31][C:30]([O:33][CH2:34][CH2:35]Br)=[CH:29][CH:28]=2)=[O:26])=[C:23]([OH:39])[CH:22]=1>>[O:9]1[C:10]2[CH:16]=[CH:15][CH:14]=[CH:13][C:11]=2[N:12]=[C:8]1[C:5]1[CH:4]=[CH:3][C:2]([O:1][CH2:18][CH2:19][O:20][C:21]2[CH:38]=[CH:37][C:24]([C:25]([C:27]3[CH:32]=[CH:31][C:30]([O:33][CH2:34][CH2:35][O:1][C:2]4[CH:3]=[CH:4][C:5]([C:8]5[O:9][C:10]6[CH:16]=[CH:15][CH:14]=[CH:13][C:11]=6[N:12]=5)=[CH:6][CH:7]=4)=[CH:29][CH:28]=3)=[O:26])=[C:23]([OH:39])[CH:22]=2)=[CH:7][CH:6]=1. Procedure details: The 2-(4-hydroxyphenyl) benzoxazole was reacted with 4,4'-bis(2-bromoethoxy)-2-hydroxybenzophenone as in Example 1 to produce Compound IV. Starting materials: CCCCCCCC(=O)C([NH3+])(C(=O)CCCCCCC)C(=O)CCCCCCC, [Cl-], Clc1ccccc1, Cl, OCCc1ccc(F)cc1. Product: Fc1ccc(CCCl)cc1. Reaction SMILES: [C:13]([C:14]([NH3+:15])([C:16](=[O:17])[CH2:18][CH2:19][CH2:20][CH2:21][CH2:22][CH2:23][CH3:24])[C:25](=[O:26])[CH2:27][CH2:28][CH2:29][CH2:30][CH2:31][CH2:32][CH3:33])(=[O:34])[CH2:35][CH2:36][CH2:37][CH2:38][CH2:39][CH2:40][CH3:41].[Cl-:12].[Cl:42][c:43]1[cH:44][cH:45][cH:46][cH:47][cH:48]1.[ClH:11].[F:1][c:2]1[cH:3][cH:4][c:5]([CH2:8][CH2:9][OH:10])[cH:6][cH:7]1>>[F:1][c:2]1[cH:3][cH:4][c:5]([CH2:8][CH2:9][Cl:11])[cH:6][cH:7]1. Starting materials: BrC1=CC=C(C=C1)C1=C(C(=NO1)C)NC=1OC(=NN1)C1=CC=CC=C1 ([5-(4-bromo-phenyl)-3-methyl-isoxazol-4-yl]-(5-phenyl-[1,3,4]oxadiazol-2-yl)-amine), C(C)OC(=O)CCC1=CC=C(C=C1)B(O)O ([4-(2-ethoxycarbonylethyl)phenyl]boronic acid). The product is C(C)OC(CCC1=CC=C(C=C1)C1=CC=C(C=C1)C1=C(C(=NO1)C)NC=1OC(=NN1)C1=CC=CC=C1)=O (3-{4′-[3-Methyl-4-(5-phenyl[1,3,4]oxadiazol-2-ylamino)-isoxazol-5-yl]-biphenyl-4-yl}-propionic acid ethyl ester). RXN SMILES: Br[C:2]1[CH:7]=[CH:6][C:5]([C:8]2[O:12][N:11]=[C:10]([CH3:13])[C:9]=2[NH:14][C:15]2[O:16][C:17]([C:20]3[CH:25]=[CH:24][CH:23]=[CH:22][CH:21]=3)=[N:18][N:19]=2)=[CH:4][CH:3]=1.[CH2:26]([O:28][C:29]([CH2:31][CH2:32][C:33]1[CH:38]=[CH:37][C:36](B(O)O)=[CH:35][CH:34]=1)=[O:30])[CH3:27]>>[CH2:26]([O:28][C:29](=[O:30])[CH2:31][CH2:32][C:33]1[CH:38]=[CH:37][C:36]([C:2]2[CH:3]=[CH:4][C:5]([C:8]3[O:12][N:11]=[C:10]([CH3:13])[C:9]=3[NH:14][C:15]3[O:16][C:17]([C:20]4[CH:21]=[CH:22][CH:23]=[CH:24][CH:25]=4)=[N:18][N:19]=3)=[CH:6][CH:7]=2)=[CH:35][CH:34]=1)[CH3:27]. Procedure: Prepared according to the procedure described in Example 42, Step 2, using [5-(4-bromo-phenyl)-3-methyl-isoxazol-4-yl]-(5-phenyl-[1,3,4]oxadiazol-2-yl)-amine and [4-(2-ethoxycarbonylethyl)phenyl]boronic acid.